From a dataset of the Open Reaction Database (ORD), a public repository of structured organic reaction records. describe an organic reaction: reactants, conditions, products, and yield Starting materials: FC1=C(C(=O)OC)C=CC=C1[N+](=O)[O-] (methyl 2-fluoro-3-nitrobenzoate), O.NN (hydrazine hydrate). Reagents/catalysts: [Ni] (Ni). Solvent: C1CCOC1 (THF), CO (methanol). Run at temperature 70 celsius. The product is NC=1C(=C(C(=O)OC)C=CC1)F (methyl 3-amino-2-fluorobenzoate). RXN SMILES: [F:1][C:2]1[C:11]([N+:12]([O-])=O)=[CH:10][CH:9]=[CH:8][C:3]=1[C:4]([O:6][CH3:7])=[O:5].O.NN>C1COCC1.CO.[Ni]>[NH2:12][C:11]1[C:2]([F:1])=[C:3]([CH:8]=[CH:9][CH:10]=1)[C:4]([O:6][CH3:7])=[O:5] |f:1.2|. Procedure details: To a solution of methyl 2-fluoro-3-nitrobenzoate (78 g) in THF (400 ml) and methanol (100 ml) was added Raney Ni (40 g), the mixture was heated to 70° C., and then 25 ml of hydrazine hydrate (N2H4H2O, 85%) was added dropwise. The reaction was monitored by TLC, when the starting material was totally consumed the addition of hydrazine was stop. The mixture was cooled to rt and filtered, the filtrate was concentrated under vacuum to leave a brown oil, which was purified by chromatography (SiO2, 300... Starting materials: Cl (HCl), [OH-].[Na+] (NaOH), COC(=O)C1=C(NC(C=C1)=O)NC1=C(C=C(C=C1)Br)F (2-(4-bromo-2-fluorophenylamino)-6-oxo-1,6-dihydropyridine-3-carboxylic acid methyl ester). Solvent: O (H2O), CO (methanol), CCOC(=O)C (EtOAc). Conditions: temperature 77.5 celsius, time 2 day. Yields the product BrC1=CC(=C(C=C1)NC=1NC(C=CC1C(=O)O)=O)F (2-(4-bromo-2-fluorophenylamino)-6-oxo-1,6-dihydropyridine-3-carboxylic acid). Yield: 68.6%. Reaction SMILES: C[O:2][C:3]([C:5]1[CH:10]=[CH:9][C:8](=[O:11])[NH:7][C:6]=1[NH:12][C:13]1[CH:18]=[CH:17][C:16]([Br:19])=[CH:15][C:14]=1[F:20])=[O:4].[OH-].[Na+].Cl>CO.O.CCOC(C)=O>[Br:19][C:16]1[CH:17]=[CH:18][C:13]([NH:12][C:6]2[NH:7][C:8](=[O:11])[CH:9]=[CH:10][C:5]=2[C:3]([OH:4])=[O:2])=[C:14]([F:20])[CH:15]=1 |f:1.2|. Procedure: To a suspension of 2-(4-bromo-2-fluorophenylamino)-6-oxo-1,6-dihydropyridine-3-carboxylic acid methyl ester (0.050 g, 0.147 mmol) in methanol (1.5 mL) was added 1 M NaOH (1.47 mL, 1.47 mmol). The reaction mixture was stirred at 75-80° C. for 2 days. The reaction mixture was diluted with H2O and the pH was adjusted with 1 M HCl until 1-2. The reaction mixture was diluted with EtOAc and washed with saturated NaCl, dried (Na2SO4), and concentrated under reduced pressure. The crude product was tritu... The reactants are N[C@@H]1[C@@H](CCCC1)NC1=NC=C(C(=N1)NC1=CC=C(C=C1)C1=CC=NO1)C(=O)N (2-((1R,2S)-2-aminocyclohexylamino)-4-(4-(isoxazol-5-yl)phenylamino)pyrimidine-5-carboxamide), NC=1C=C(C=CC1)N1C(CCC1)=O (1-(3-aminophenyl)pyrrolidin-2-one). Product: N[C@@H]1[C@@H](CCCC1)NC1=NC=C(C(=N1)NC1=CC(=CC=C1)N1C(CCC1)=O)C(=O)N (2-((1R,2S)-2-aminocyclohexylamino)-4-(3-(2-oxopyrrolidin-1-yl)phenylamino) pyrimidine-5-carboxamide). RXN SMILES: [NH2:1][C@H:2]1[CH2:7][CH2:6][CH2:5][CH2:4][C@H:3]1[NH:8][C:9]1[N:14]=[C:13]([NH:15][C:16]2[CH:21]=[CH:20][C:19](C3ON=CC=3)=[CH:18][CH:17]=2)[C:12]([C:27]([NH2:29])=[O:28])=[CH:11][N:10]=1.NC1C=C([N:37]2[CH2:41][CH2:40][CH2:39][C:38]2=[O:42])C=CC=1>>[NH2:1][C@H:2]1[CH2:7][CH2:6][CH2:5][CH2:4][C@H:3]1[NH:8][C:9]1[N:14]=[C:13]([NH:15][C:16]2[CH:21]=[CH:20][CH:19]=[C:18]([N:37]3[CH2:41][CH2:40][CH2:39][C:38]3=[O:42])[CH:17]=2)[C:12]([C:27]([NH2:29])=[O:28])=[CH:11][N:10]=1. Procedure: This compound was synthesised using the synthetic scheme described for the synthesis of compound 122, and using 1-(3-aminophenyl)pyrrolidin-2-one in step 1. MS: 410.5 (M+H). The reactants are CC(CP(=O)(CC(CCC(=O)OC(C)(C)C)C(=O)OC(C)(C)C)OC(C)(C)C)C(=O)OCc1ccccc1, CCOC(C)=O. Yields the product CC(CP(=O)(CC(CCC(=O)OC(C)(C)C)C(=O)OC(C)(C)C)OC(C)(C)C)C(=O)O. Reaction SMILES: [CH2:1]([c:2]1[cH:3][cH:4][cH:5][cH:6][cH:7]1)[O:8][C:9](=[O:10])[CH:11]([CH2:12][P:13](=[O:14])([O:15][C:16]([CH3:17])([CH3:18])[CH3:19])[CH2:20][CH:21]([C:22](=[O:23])[O:24][C:25]([CH3:26])([CH3:27])[CH3:28])[CH2:29][CH2:30][C:31](=[O:32])[O:33][C:34]([CH3:35])([CH3:36])[CH3:37])[CH3:38].[CH3:39][CH2:40][O:41][C:42](=[O:43])[CH3:44]>>[O:8]=[C:9]([OH:10])[CH:11]([CH2:12][P:13](=[O:14])([O:15][C:16]([CH3:17])([CH3:18])[CH3:19])[CH2:20][CH:21]([C:22](=[O:23])[O:24][C:25]([CH3:26])([CH3:27])[CH3:28])[CH2:29][CH2:30][C:31](=[O:32])[O:33][C:34]([CH3:35])([CH3:36])[CH3:37])[CH3:38]. Reactants: ClC=1C=C(CSC=2C=C(C(=NC2)OC)OC)C=CC1 (5-(3-chlorobenzylthio)-2,3-dimethoxypyridine), ClC=1C=C(CSC=2C=C(C(=NC2)OC)OC)C=CC1 (5-(3-chlorobenzylthio)-2,3-dimethoxypyridine), BrC(C)C1=CC=CC=C1 ((1-bromoethyl)benzene). Product: COC1=NC=C(C=C1OC)SC(C)C1=CC=CC=C1 (2,3-Dimethoxy-5-[(1-phenylethyl)sulfanyl]pyridine). RXN SMILES: Cl[C:2]1[CH:3]=[C:4]([CH:17]=[CH:18][CH:19]=1)[CH2:5][S:6][C:7]1[CH:8]=[C:9]([O:15][CH3:16])[C:10]([O:13][CH3:14])=[N:11][CH:12]=1.Br[CH:21](C1C=CC=CC=1)C>>[CH3:14][O:13][C:10]1[C:9]([O:15][CH3:16])=[CH:8][C:7]([S:6][CH:5]([C:4]2[CH:17]=[CH:18][CH:19]=[CH:2][CH:3]=2)[CH3:21])=[CH:12][N:11]=1. Procedure: Prepared as described for 5-(3-chlorobenzylthio)-2,3-dimethoxypyridine (Intermediate 8) but using (1-bromoethyl)benzene instead of 1-(bromomethyl)-3-chlorobenzene. The reactants are Intermediate 27, BrC1=NC=C(C=C1)Br (2,5-dibromopyridine), C(C)OC=1C(=C(C=CC1)B(O)O)F (3-ethoxy-2-fluorophenylboronic acid). The product is BrC=1C=CC(=NC1)C1=C(C(=CC=C1)OCC)F (5-Bromo-2-(3-ethoxy-2-fluorophenyl)pyridine). The yield is 47.0%. As a reaction SMILES: Br[C:2]1[CH:7]=[CH:6][C:5]([Br:8])=[CH:4][N:3]=1.[CH2:9]([O:11][C:12]1[C:13]([F:21])=[C:14](B(O)O)[CH:15]=[CH:16][CH:17]=1)[CH3:10]>>[Br:8][C:5]1[CH:6]=[CH:7][C:2]([C:14]2[CH:15]=[CH:16][CH:17]=[C:12]([O:11][CH2:9][CH3:10])[C:13]=2[F:21])=[N:3][CH:4]=1. Procedure: Obtained (1.18 g, yield 47%) following the procedure described in Intermediate 27, starting with 2,5-dibromopyridine (8.44 mmol, 2.0 g), 3-ethoxy-2-fluorophenylboronic acid (8.43 mmol, 1.55 g).